The task is: describe an organic reaction: reactants, conditions, products, and yield. This data is from the Open Reaction Database (ORD), a public repository of structured organic reaction records. Starting materials: S1C=CC2=C1C=C(C=C2)C#N (1-benzothiophene-6-carbonitrile), BrN1C(CCC1=O)=O (N-bromosuccinimide). The solvent is O (water), CN(C)C=O (DMF). Product: BrC1=CSC2=C1C=CC(=C2)C#N (3-Bromo-1-benzothiophene-6-carbonitrile). Reaction SMILES: [S:1]1[C:5]2[CH:6]=[C:7]([C:10]#[N:11])[CH:8]=[CH:9][C:4]=2[CH:3]=[CH:2]1.[Br:12]N1C(=O)CCC1=O>CN(C=O)C.O>[Br:12][C:3]1[C:4]2[CH:9]=[CH:8][C:7]([C:10]#[N:11])=[CH:6][C:5]=2[S:1][CH:2]=1. Reported procedure: To a solution of 1-benzothiophene-6-carbonitrile (2.13 g, 13.4 mmol) in dry DMF (20 mL) at −10° C. was added freshly recrystallised N-bromosuccinimide (2.38 g, 13.4 mmol). The solution was allowed to warm to room temperature and stirred over the weekend. The mixture was diluted with water and extracted into diethyl ether, and the organic extract washed with water, then brine. The extracts were dried (MgSO4), filtered and evaporated in vacuo. The crude product was purified by flash chromatography...